describe an organic reaction: reactants, conditions, products, and yield From a dataset of the Open Reaction Database (ORD), a public repository of structured organic reaction records. Starting materials: C[O-].[Na+] (NaOMe), BrC1=C(C=CC(=C1F)F)[N+](=O)[O-] (2-bromo-3,4-difluoro-1-nitro-benzene). The solvent is CS(=O)C (DMSO). Conditions: time 3 hour. Yields the product BrC1=C(C=CC(=C1F)OC)[N+](=O)[O-] (2-bromo-3-fluoro-4-methoxy-1-nitro-benzene). As a reaction SMILES: [CH3:1][O-:2].[Na+].[Br:4][C:5]1[C:10]([F:11])=[C:9](F)[CH:8]=[CH:7][C:6]=1[N+:13]([O-:15])=[O:14]>CS(C)=O>[Br:4][C:5]1[C:10]([F:11])=[C:9]([O:2][CH3:1])[CH:8]=[CH:7][C:6]=1[N+:13]([O-:15])=[O:14] |f:0.1|. Procedure details: NaOMe (9.5 g) was added portion wise to a solution of 2-bromo-3,4-difluoro-1-nitro-benzene (21.0 g) dissolved in DMSO (250 ml) at room temperature under nitrogen atmosphere. The mixture was stirred for 3 hrs and then poured onto water and extracted with ethyl acetate. The organic phase was extracted with water and brine, dried over anhydrous sodium sulphate, filtered and concentrated under reduced pressure. The crude product, 2-bromo-3-fluoro-4-methoxy-1-nitro-benzene was used as such in Step 2 ...